From a dataset of the Open Reaction Database (ORD), a public repository of structured organic reaction records. describe an organic reaction: reactants, conditions, products, and yield The yield is 78.0%. The reactants are 6-1-do-1,4-dihydro-2,3-quinoxalinedione, [N+](=O)([O-])C1=C(N)C=CC(=C1)I (2-nitro-4-iodoaniline), C(C)O (ethanol), O.O.Cl[Sn]Cl (SnCl2.2H2O), XXXI, ice water. Conditions: temperature 90 celsius, time 0.5 hour. Procedure details: Synthesis of 6-1-do-1,4-dihydro-2,3-quinoxalinedione: The procedure of Foged, C. and Journal, P. (J. of Lab. Compd. and Radiopharmac. XXXI (5):365-373 (1992)) was adapted. To a stirred mixture of 2-nitro-4-iodoaniline (1.8 g, 6.9 mMol) in ethanol (40 mL) was added SnCl2.2H2O (7.8 g, 34.6 mMol) in one portion. The mixture was refluxed at 80° C. (oil bath 90° C.) with stirring for 0.5 h to form a clear solution and the reflux was continued for another 1.5 h. The solution was cooled to room tempera... The product is IC=1C=C2NC(C(NC2=CC1)=O)=O (6-Iodo-1,4-dihydro-2,3-quinoxalinedione). Reaction SMILES: [N+:1]([C:4]1[CH:10]=[C:9]([I:11])[CH:8]=[CH:7][C:5]=1[NH2:6])([O-])=O.[OH2:12].O.Cl[Sn]Cl.[CH2:17]([OH:19])[CH3:18]>>[I:11][C:9]1[CH:10]=[C:4]2[C:5](=[CH:7][CH:8]=1)[NH:6][C:17](=[O:19])[C:18](=[O:12])[NH:1]2 |f:1.2.3|. The reactants are CC=1C=C2C(NC(=NC2=CC1)C1=CC=CC=C1)=O (6-methyl-2-phenylquinazolin-4(3H)-one), S(=O)(Cl)Cl (thionyl chloride). Run in CN(C=O)C (dimethylformamide). The product is ClC1=NC(=NC2=CC=C(C=C12)C)C1=CC=CC=C1 (4-chloro-6-methyl-2-phenylquinazoline). RXN SMILES: [CH3:1][C:2]1[CH:3]=[C:4]2[C:9](=[CH:10][CH:11]=1)[N:8]=[C:7]([C:12]1[CH:17]=[CH:16][CH:15]=[CH:14][CH:13]=1)[NH:6][C:5]2=O.S(Cl)([Cl:21])=O>CN(C)C=O>[Cl:21][C:5]1[C:4]2[C:9](=[CH:10][CH:11]=[C:2]([CH3:1])[CH:3]=2)[N:8]=[C:7]([C:12]2[CH:17]=[CH:16][CH:15]=[CH:14][CH:13]=2)[N:6]=1. Procedure details: To a stirred slurry of 2.1 g of 6-methyl-2-phenylquinazolin-4(3H)-one and 35 ml of thionyl chloride was added dropwise 1.3 g of dimethylformamide. The mixture was maintained at reflux temperature for 90 minutes. The mixture was concentrated under reduced pressure, the residual solid was mixed with crushed ice and the washed solid collected. Two recrystallizations from petroleum ether (60°-110° fraction) gave 1.5 g of 4-chloro-6-methyl-2-phenylquinazoline, m.p. 111°-113°. Starting materials: Cl (HCl), CC=1N=C(SC1CC#N)C1=CC=C(C=C1)C(F)(F)F ([4-methyl-2-(4-trifluoromethyl-phenyl)-thiazol-5-yl]-acetonitrile), [OH-].[Na+] (sodium hydroxide), O (water). Run in C(C)O (ethanol). Conditions: temperature 100 celsius, time 2.5 hour. Product: CC=1N=C(SC1CC(=O)O)C1=CC=C(C=C1)C(F)(F)F ([4-Methyl-2-(4-trifluoromethyl-phenyl)-thiazol-5-yl]-acetic acid). Reaction SMILES: [CH3:1][C:2]1[N:3]=[C:4]([C:10]2[CH:15]=[CH:14][C:13]([C:16]([F:19])([F:18])[F:17])=[CH:12][CH:11]=2)[S:5][C:6]=1[CH2:7][C:8]#N.[OH-:20].[Na+].[OH2:22].Cl>C(O)C>[CH3:1][C:2]1[N:3]=[C:4]([C:10]2[CH:15]=[CH:14][C:13]([C:16]([F:19])([F:18])[F:17])=[CH:12][CH:11]=2)[S:5][C:6]=1[CH2:7][C:8]([OH:22])=[O:20] |f:1.2|. Procedure details: A mixture of [4-methyl-2-(4-trifluoromethyl-phenyl)-thiazol-5-yl]-acetonitrile (8.86 g, 31 mmol), sodium hydroxide (12.5 g, 314 mmol), water (160 ml) and ethanol (160 ml) was stirred vigorously at 100° C. for 2.5 h. The reaction mixture was poured onto crushed ice and aqueous HCl and extracted three times with dichloromethane. The combined extracts were washed with water and brine, and dried over anhydrous sodium sulfate. Evaporation of the solvent under reduced pressure gave 9.5 g (quant.) of t... Run in C(C)(=O)O (acetic acid). Product: desired product, C(=O)C1=CC=C(C=C1)C=CC1=CC=NC=C1 (4-(2-(4-formylphenyl)-ethenyl)-pyridine). As a reaction SMILES: [CH:1]1[C:6]([CH:7]=O)=[CH:5][CH:4]=[C:3]([CH:9]=[O:10])[CH:2]=1.C(OC(=O)C)(=O)C.[N:18]1[CH:23]=[CH:22][C:21]([CH3:24])=[CH:20][CH:19]=1.Cl>C(O)(=O)C>[CH:9]([C:3]1[CH:2]=[CH:1][C:6]([CH:7]=[CH:24][C:21]2[CH:22]=[CH:23][N:18]=[CH:19][CH:20]=2)=[CH:5][CH:4]=1)=[O:10]. Reported procedure: A mixture of 400 parts of terephthaldehyde, 120 parts of acetic acid and 300 parts of acetic anhydride was refluxed for two hours. 188 parts of 4-picoline were then added over a period of 45 minutes, and the dark brown mixture was refluxed for a further 2 hours. 3300 parts of 1M aqueous hydrochloric acid were then added. The desired product was extracted with toluene and treated with 5M sodium hydroxide to a pH between 5 and 6. The crude solid product was dissolved in hot ethyl acetate and the s... Starting materials: 400, C1=CC(=CC=C1C=O)C=O (terephthaldehyde), C(C)(=O)OC(C)=O (acetic anhydride), N1=CC=C(C=C1)C (4-picoline), Cl (hydrochloric acid).